Dataset: the Open Reaction Database (ORD), a public repository of structured organic reaction records. Task: describe an organic reaction: reactants, conditions, products, and yield Reactants: CC1(OC(C(O1)CC(CC(=O)OCC)=O)=O)C (ethyl 4-(2,2-dimethyl-5-oxo-1,3-dioxolan-4-yl)-3-oxobutanoate), Cl (hydrochloric acid). Solvent: C1(=CC=CC=C1)C (toluene), C[O-].[Na+] (sodium methoxide). Conditions: time 30 minute. Product: OC(C(=O)OC)CC(CC(=O)OCC)=O (1-methyl 6-ethyl 2-hydroxy-4-oxoadipate). Yield: 84.8%. Reaction SMILES: C[C:2]1(C)[O:6][CH:5]([CH2:7][C:8](=[O:15])[CH2:9][C:10]([O:12][CH2:13][CH3:14])=[O:11])[C:4](=[O:16])[O:3]1.Cl>C1(C)C=CC=CC=1.C[O-].[Na+]>[OH:6][CH:5]([CH2:7][C:8](=[O:15])[CH2:9][C:10]([O:12][CH2:13][CH3:14])=[O:11])[C:4]([O:3][CH3:2])=[O:16] |f:3.4|. Procedure: To a solution of ethyl 4-(2,2-dimethyl-5-oxo-1,3-dioxolan-4-yl)-3-oxobutanoate (480 mg, 1.97 mmol) in toluene (2.0 ml), sodium methoxide (1M in methanol) (2.1 ml) was dropwise added at 0° C. in an argon atmosphere and stirred for 30 minutes. To the mixture, 1N hydrochloric acid (2.1 ml) was dropwise added and the mixture was stirred at room temperature for 15 minutes. After evaporating off the most of the organic solvent under reduced pressure, the mixture was extracted with ethyl acetate and wa... Reactants: CO, CSCCc1cccc([N+](=O)[O-])c1, Cl, [Fe]. The product is CSCCc1cccc(N)c1. As a reaction SMILES: [CH3:15][OH:16].[CH3:1][S:2][CH2:3][CH2:4][c:5]1[cH:6][c:7]([N+:11]([O-:12])=[O:13])[cH:8][cH:9][cH:10]1.[ClH:14].[Fe:17]>>[CH3:1][S:2][CH2:3][CH2:4][c:5]1[cH:6][c:7]([NH2:11])[cH:8][cH:9][cH:10]1. Starting materials: CN(C1=CC=CC=C1)C (N,N-Dimethylaniline), C(C1=CC=CC=C1)SC1=NN2C(C=C(C=C2O)C)=N1 (2-benzylthio-5-hydroxy-7-methyl[1,2,4]triazolo[1,5-a]pyridine), P(=O)(Cl)(Cl)Cl (phosphorus oxychloride), CCCCCC (hexane). Solvent: C(C)(=O)OCC (ethyl acetate). The product is C(C1=CC=CC=C1)SC1=NN2C(C=C(C=C2Cl)C)=N1 (2-Benzylthio-5-chloro-7-methyl[1,2,4]triazolo[1,5-a]pyridine). RXN SMILES: CN(C)C1C=CC=CC=1.[CH2:10]([S:17][C:18]1[N:28]=[C:21]2[CH:22]=[C:23]([CH3:27])[CH:24]=[C:25](O)[N:20]2[N:19]=1)[C:11]1[CH:16]=[CH:15][CH:14]=[CH:13][CH:12]=1.CCCCCC.P(Cl)(Cl)([Cl:37])=O>C(OCC)(=O)C>[CH2:10]([S:17][C:18]1[N:28]=[C:21]2[CH:22]=[C:23]([CH3:27])[CH:24]=[C:25]([Cl:37])[N:20]2[N:19]=1)[C:11]1[CH:16]=[CH:15][CH:14]=[CH:13][CH:12]=1. Procedure details: N,N-Dimethylaniline (21.9 g, 0.18 mol) was added slowly to a mixture of 2-benzylthio-5-hydroxy-7-methyl[1,2,4]triazolo[1,5-a]pyridine (44.5 g, 0.164 mol) in 150 mL of phosphorus oxychloride with stirring. The mixture was heated at reflux with stirring for 20 hours. The excess phosphorus oxychloride was then removed by evaporation under reduced pressure. The residue obtained was dissolved in ethyl acetate, washed well with water and quickly concentrated by evaporation under reduced pressure to dr... Reactants: CCOc1ccccc1N1CCNCC1, ClCCl, COc1ccc(C2=NOC(CCCC=O)C2)cc1OC, CCN(C(C)C)C(C)C, Cl. Yields the product CCOc1ccccc1N1CCN(CCCCC2CC(c3ccc(OC)c(OC)c3)=NO2)CC1. Reaction SMILES: [CH2:22]([CH3:23])[O:24][c:25]1[c:26]([N:31]2[CH2:32][CH2:33][NH:34][CH2:35][CH2:36]2)[cH:27][cH:28][cH:29][cH:30]1.[CH2:46]([Cl:47])[Cl:48].[CH3:1][O:2][c:3]1[cH:4][c:5]([C:11]2=[N:12][O:13][CH:14]([CH2:16][CH2:17][CH2:18][CH:19]=[O:20])[CH2:15]2)[cH:6][cH:7][c:8]1[O:9][CH3:10].[CH:37]([N:38]([CH:39]([CH3:40])[CH3:41])[CH2:42][CH3:43])([CH3:44])[CH3:45].[ClH:21]>>[CH3:1][O:2][c:3]1[cH:4][c:5]([C:11]2=[N:12][O:13][CH:14]([CH2:16][CH2:17][CH2:18][CH2:19][N:34]3[CH2:33][CH2:32][N:31]([c:26]4[c:25]([O:24][CH2:22][CH3:23])[cH:30][cH:29][cH:28][cH:27]4)[CH2:36][CH2:35]3)[CH2:15]2)[cH:6][cH:7][c:8]1[O:9][CH3:10]. Starting materials: ClC1=NC(=NC(=N1)Cl)N1C(CCCC1(C)C)(C)C (2,4-dichloro-6-(2,2,6,6-tetramethylpiperidin-1-yl)-1,3,5-triazine), C(CCC)NCCCC (dibutylamine), [OH-].[Na+] (sodium hydroxide). The solvent is C=1(C(=CC=CC1)C)C (xylene), O (water). Conditions: time 2 hour. Yields the product C(CCC)N(C1=NC(=NC(=N1)N(CCCC)CCCC)N1C(CCCC1(C)C)(C)C)CCCC (2,4-Bis-dibutylamino-6-(2,2,6,6-tetramethylpiperidin-1-yl)-1,3,5-triazine). RXN SMILES: Cl[C:2]1[N:7]=[C:6](Cl)[N:5]=[C:4]([N:9]2[C:14]([CH3:16])([CH3:15])[CH2:13][CH2:12][CH2:11][C:10]2([CH3:18])[CH3:17])[N:3]=1.[CH2:19]([NH:23][CH2:24][CH2:25][CH2:26][CH3:27])[CH2:20][CH2:21][CH3:22].[OH-].[Na+]>C1(C)C(C)=CC=CC=1.O>[CH2:19]([N:23]([CH2:24][CH2:25][CH2:26][CH3:27])[C:2]1[N:7]=[C:6]([N:23]([CH2:24][CH2:25][CH2:26][CH3:27])[CH2:19][CH2:20][CH2:21][CH3:22])[N:5]=[C:4]([N:9]2[C:14]([CH3:16])([CH3:15])[CH2:13][CH2:12][CH2:11][C:10]2([CH3:18])[CH3:17])[N:3]=1)[CH2:20][CH2:21][CH3:22] |f:2.3|. Procedure details: 57.8 g of 2,4-dichloro-6-(2,2,6,6-tetramethylpiperidin-1-yl)-1,3,5-triazine are suspended in 200 ml of xylene at room temperature. 25.8 g of dibutylamine are added dropwise to this during the course of 15 minutes, the temperature climbing to 40°. A solution of 8.87 g of sodium hydroxide in 40 ml of water is added to the reaction mixture in about 15 minutes and it is subsequently stirred at 60° for 2 hours. The aqueous phase is then separated off and 28.4 g of dibutylamine and a solution of 9.6 g... The reactants are N (ammonia), BrC1=CC=CC2=C1C(N1[C@H](C=3N2C=NC3C(=O)N3C=NC=C3)CCC1)=O (1-[[(S)-8-bromo-11,12,13,13a-tetrahydro-9-oxo-9H-imidazo[1,5-a]pyrrolo[2,1-c][1,4]benzodiazepin-1-yl]carbonyl]imidazole), O (water). The solvent is CN(C=O)C (N,N-dimethylformamide). Run at time 1 hour. Product: BrC1=CC=CC2=C1C(N1[C@H](C=3N2C=NC3C(=O)N)CCC1)=O ((S)-8-bromo-11,12,13,13a-tetrahydro-9-oxo-9H-imidazo[1,5-a]pyrrolo[2,1-c][1,4]benzodiazepine-1-carboxamide). RXN SMILES: [Br:1][C:2]1[C:7]2[C:8](=[O:26])[N:9]3[CH2:25][CH2:24][CH2:23][C@H:10]3[C:11]3[N:12]([CH:13]=[N:14][C:15]=3[C:16]([N:18]3C=CN=C3)=[O:17])[C:6]=2[CH:5]=[CH:4][CH:3]=1.N.O>CN(C)C=O>[Br:1][C:2]1[C:7]2[C:8](=[O:26])[N:9]3[CH2:25][CH2:24][CH2:23][C@H:10]3[C:11]3[N:12]([CH:13]=[N:14][C:15]=3[C:16]([NH2:18])=[O:17])[C:6]=2[CH:5]=[CH:4][CH:3]=1. Procedure details: A suspension of 8.8 g (21.3 mmol) of 1-[[(S)-8-bromo-11,12,13,13a-tetrahydro-9-oxo-9H-imidazo[1,5-a]pyrrolo[2,1-c][1,4]benzodiazepin-1-yl]carbonyl]imidazole in 20 ml of N,N-dimethylformamide is treated with 3.6 ml (about 47 mmol) of a 25 percent aqueous ammonia solution and the mixture is stirred at room temperature for 1 hour. The mixture is then poured into 100 ml of water, the product is filtered off under suction after 15 minutes, rinsed with water and dried at 80° in a high vacuum. There is... Starting materials: C(C)(C)NC(=O)NNC(=O)NCCCOC1=CC(=CC=C1)CN1CCCCC1 (N-isopropyl-N'-[3-[3-(1-piperidinylmethyl)phenoxy]propyl]-1,2-hydrazine dicarboxamide), P(=O)(Cl)(Cl)Cl (phosphorus oxychloride). Product: C(C)(C)NC=1OC(=NN1)NCCCOC1=CC(=CC=C1)CN1CCCCC1 (N-Isopropyl-N'-[3-[3-(1-piperidinylmethyl)phenoxy]propyl]1,3,4-oxadiazole-2,5-diamine). Reaction SMILES: [CH:1]([NH:4][C:5]([NH:7][NH:8][C:9]([NH:11][CH2:12][CH2:13][CH2:14][O:15][C:16]1[CH:21]=[CH:20][CH:19]=[C:18]([CH2:22][N:23]2[CH2:28][CH2:27][CH2:26][CH2:25][CH2:24]2)[CH:17]=1)=[O:10])=O)([CH3:3])[CH3:2].P(Cl)(Cl)(Cl)=O>>[CH:1]([NH:4][C:5]1[O:10][C:9]([NH:11][CH2:12][CH2:13][CH2:14][O:15][C:16]2[CH:21]=[CH:20][CH:19]=[C:18]([CH2:22][N:23]3[CH2:28][CH2:27][CH2:26][CH2:25][CH2:24]3)[CH:17]=2)=[N:8][N:7]=1)([CH3:3])[CH3:2]. Procedure details: The compound is prepared by a method analogous to that of Example 40 from N-isopropyl-N'-[3-[3-(1-piperidinylmethyl)phenoxy]propyl]-1,2-hydrazine dicarboxamide and phosphorus oxychloride. The analytical values are summarized in Table III.